describe an organic reaction: reactants, conditions, products, and yield From a dataset of the Open Reaction Database (ORD), a public repository of structured organic reaction records. Reactants: OO (hydrogen peroxide), C1(=CC=CC=C1)C1C(O1)(C(=O)OCC)C#N (1-phenyl-2-cyano-2-(ethoxycarbonyl)-1,2-epoxyethane), CO (methanol), [O-]P(=O)([O-])[O-].[Na+].[Na+].[Na+] (tribasic sodium phosphate), 18, OO (hydrogen peroxide). The solvent is CCOCC (ether). Reaction conditions: temperature 45 celsius, time 1 hour. The product is NC(=O)C1(OC1C1=CC=CC=C1)C(=O)OC (Methyl 2-(aminocarbonyl)-3-phenyloxiranecarboxylate). As a reaction SMILES: OO.[C:3]1([CH:9]2[O:11][C:10]2([C:17]#[N:18])[C:12]([O:14][CH2:15]C)=[O:13])[CH:8]=[CH:7][CH:6]=[CH:5][CH:4]=1.CO.[O-:21]P([O-])([O-])=O.[Na+].[Na+].[Na+]>CCOCC>[NH2:18][C:17]([C:10]1([C:12]([O:14][CH3:15])=[O:13])[CH:9]([C:3]2[CH:8]=[CH:7][CH:6]=[CH:5][CH:4]=2)[O:11]1)=[O:21] |f:3.4.5.6|. Procedure details: 100 ml of 30% hydrogen peroxide was added over a 20-minute period to a stirred mixture of 67 g of 1-phenyl-2-cyano-2-(ethoxycarbonyl)-1,2-epoxyethane (Reference II), 400 ml of methanol, 20 g of tribasic sodium phosphate (hydrate) and 8 g of 18 crown 6 ether at 25° C. The temperature was allowed to rise to 50° C. during the addition. The mixture then was cooled to 45° C. and 150 ml of the hydrogen peroxide solution was added over a 10-minute period. The temperature rose to 48° C. It was held ther...